From a dataset of the Open Reaction Database (ORD), a public repository of structured organic reaction records. describe an organic reaction: reactants, conditions, products, and yield The reactants are ClC=1N=C(C2=C(N1)C(COC2)C2=CC=C(C#N)C=C2)Cl (4-(2,4-dichloro-7,8-dihydro-5H-pyrano[4,3-d]pyrimidin-8-yl)benzonitrile), C(C)N (ethanamine). Product: ClC=1N=C(C2=C(N1)C(COC2)C2=CC=C(C#N)C=C2)NCC (4-(2-chloro-4-(ethylamino)-7,8-dihydro-5H-pyrano[4,3-d]pyrimidin-8-yl)benzonitrile). As a reaction SMILES: [Cl:1][C:2]1[N:3]=[C:4](Cl)[C:5]2[CH2:11][O:10][CH2:9][CH:8]([C:12]3[CH:19]=[CH:18][C:15]([C:16]#[N:17])=[CH:14][CH:13]=3)[C:6]=2[N:7]=1.[CH2:21]([NH2:23])[CH3:22]>>[Cl:1][C:2]1[N:3]=[C:4]([NH:23][CH2:21][CH3:22])[C:5]2[CH2:11][O:10][CH2:9][CH:8]([C:12]3[CH:19]=[CH:18][C:15]([C:16]#[N:17])=[CH:14][CH:13]=3)[C:6]=2[N:7]=1. Reported procedure: 4-(2,4-dichloro-7,8-dihydro-5H-pyrano[4,3-d]pyrimidin-8-yl)benzonitrile (Preparation AA) was reacted as described in Preparation Xa with ethanamine to give 4-(2-chloro-4-(ethylamino)-7,8-dihydro-5H-pyrano[4,3-d]pyrimidin-8-yl)benzonitrile (Preparation AAa). LC-MS (M+H)+=315.1. The reactants are Cc1ccccc1, CC1(C)C(C=C(Cl)Cl)C1C(=O)Cl, OC1Cc2cccc(-c3ccccc3)c2C1, c1ccncc1. Product: CC1(C)C(C=C(Cl)Cl)C1C(=O)OC1Cc2cccc(-c3ccccc3)c2C1. As a reaction SMILES: [CH3:35][c:36]1[cH:37][cH:38][cH:39][cH:40][cH:41]1.[Cl:1][C:2](=[CH:3][CH:4]1[C:5]([CH3:10])([CH3:11])[CH:6]1[C:7](=[O:8])[Cl:9])[Cl:12].[c:13]1(-[c:19]2[c:20]3[c:24]([cH:25][cH:26][cH:27]2)[CH2:23][CH:22]([OH:28])[CH2:21]3)[cH:14][cH:15][cH:16][cH:17][cH:18]1.[cH:29]1[cH:30][cH:31][n:32][cH:33][cH:34]1>>[Cl:1][C:2](=[CH:3][CH:4]1[C:5]([CH3:10])([CH3:11])[CH:6]1[C:7](=[O:8])[O:28][CH:22]1[CH2:21][c:20]2[c:19](-[c:13]3[cH:14][cH:15][cH:16][cH:17][cH:18]3)[cH:27][cH:26][cH:25][c:24]2[CH2:23]1)[Cl:12].